From a dataset of the Open Reaction Database (ORD), a public repository of structured organic reaction records. describe an organic reaction: reactants, conditions, products, and yield Reactants: NC1=NC=C(C#N)C(=C1)F (6-amino-4-fluoronicotinonitrile), intermediate 89, CC(CO)C (2-methylpropan-1-ol). Yields the product NC1=NC=C(C#N)C(=C1)OCC(C)C (6-amino-4-isobutoxynicotinonitrile). RXN SMILES: [NH2:1][C:2]1[CH:9]=[C:8](F)[C:5]([C:6]#[N:7])=[CH:4][N:3]=1.[CH3:11][CH:12]([CH3:15])[CH2:13][OH:14]>>[NH2:1][C:2]1[CH:9]=[C:8]([O:14][CH2:13][CH:12]([CH3:15])[CH3:11])[C:5]([C:6]#[N:7])=[CH:4][N:3]=1. Reported procedure: From intermediate 21 and 2-methylpropan-1-ol, reacted in an analogous manner to the preparation of intermediate 89. 1H NMR (400 MHz, DMSO-d6) δ 8.13 (s, 1H), 7.86 (s, br, 2H), 6.04 (s, 1H), 3.79 (d, 2H), 2.06-1.96 (m, 1H), 0.96 (d, 6H). Starting materials: N(=NC(=O)N1CCCCC1)C(=O)N1CCCCC1 (Azodicarbonyl dipiperidine), C1(=CC=CC=C1)P(C1=CC=CC=C1)C1=CC=CC=C1 (triphenylphosphine), NC1=CC=C(CCO)C=C1 (4-Aminophenethyl alcohol), C(C)OC(C(CC1=CC=C(C=C1)O)OCC)=O (2-ethoxy-3-(4-hydroxyphenyl)propanoic acid ethyl ester). Run in ClCCl (dichloromethane), ClCCl (dichloromethane). Product: C(C)OC(C(CC1=CC=C(C=C1)OCCC1=CC=C(C=C1)N)OCC)=O (3-{4-[2-(4-aminophenyl)ethoxy]phenyl}-2-ethoxypropanoic acid ethyl ester). Isolated yield 85.6%. As a reaction SMILES: [NH2:1][C:2]1[CH:10]=[CH:9][C:5]([CH2:6][CH2:7][OH:8])=[CH:4][CH:3]=1.[CH2:11]([O:13][C:14](=[O:27])[CH:15]([O:24][CH2:25][CH3:26])[CH2:16][C:17]1[CH:22]=[CH:21][C:20](O)=[CH:19][CH:18]=1)[CH3:12].N(C(N1CCCCC1)=O)=NC(N1CCCCC1)=O.C1(P(C2C=CC=CC=2)C2C=CC=CC=2)C=CC=CC=1>ClCCl>[CH2:11]([O:13][C:14](=[O:27])[CH:15]([O:24][CH2:25][CH3:26])[CH2:16][C:17]1[CH:22]=[CH:21][C:20]([O:8][CH2:7][CH2:6][C:5]2[CH:9]=[CH:10][C:2]([NH2:1])=[CH:3][CH:4]=2)=[CH:19][CH:18]=1)[CH3:12]. Procedure details: 4-Aminophenethyl alcohol (1.39 g; 10.2 mmole) and 2-ethoxy-3-(4-hydroxyphenyl)propanoic acid ethyl ester (described in Example 20b) (2.42 g; 10.2 mmole) were dissolved in dichloromethane (35 ml) under argon at room temperature. Azodicarbonyl dipiperidine (3.85 g; 15.2 mmole) and thereafter triphenylphosphine (3.20 g; 12.2 mmole) were added. After stirring at room temperature for 1 minute dichloromethane (30 ml) was added and after 21 hours the solvent was evaporated in vacuo. Purification by chr... Reactants: Cl (hydrochloric acid), BrC=1N=CC(=NC1)NC(C(C)(C)C)=O (N-(5-bromo-pyrazin-2-yl)-2,2-dimethyl-propionamide), C(CCC)[Sn](C(=C)OCC)(CCCC)CCCC (tributyl(1-ethoxyvinyl)tin). Reagents/catalysts: Cl[Pd]([P](C1=CC=CC=C1)(C2=CC=CC=C2)C3=CC=CC=C3)([P](C4=CC=CC=C4)(C5=CC=CC=C5)C6=CC=CC=C6)Cl (dichlorobis(triphenylphosphine)palladium(II)). Solvent: C1(=CC=CC=C1)C (toluene). Reaction conditions: temperature 25 celsius, time 30 minute. The product is ethyl acetate hexanes, C(C)(=O)C=1N=CC(=NC1)NC(C(C)(C)C)=O (N-(5-acetyl-pyrazin-2-yl)-2,2-dimethyl-propionamide). The yield is 96.0%. As a reaction SMILES: Br[C:2]1[N:3]=[CH:4][C:5]([NH:8][C:9](=[O:14])[C:10]([CH3:13])([CH3:12])[CH3:11])=[N:6][CH:7]=1.C([Sn](CCCC)(CCCC)[C:20]([O:22]CC)=[CH2:21])CCC.Cl>C1(C)C=CC=CC=1.Cl[Pd](Cl)([P](C1C=CC=CC=1)(C1C=CC=CC=1)C1C=CC=CC=1)[P](C1C=CC=CC=1)(C1C=CC=CC=1)C1C=CC=CC=1>[C:20]([C:2]1[N:3]=[CH:4][C:5]([NH:8][C:9](=[O:14])[C:10]([CH3:13])([CH3:12])[CH3:11])=[N:6][CH:7]=1)(=[O:22])[CH3:21] |^1:43,62|. Procedure details: A slurry of N-(5-bromo-pyrazin-2-yl)-2,2-dimethyl-propionamide (1.30 g, 5.04 mmol) and dichlorobis(triphenylphosphine)palladium(II) (35.3 mg, 0.05 mmol) in toluene (10 mL) was treated with tributyl(1-ethoxyvinyl)tin (2.00 g, 5.54 mmol). The reaction slurry was then heated under reflux, resulting in a homogeneous yellow solution. After heating under reflux for 15 h, the resulting black reaction mixture was allowed to cool to 25° C. and then was cooled to 0° C. with an ice-water bath. The cooled r... The reactants are CC1(OCCO1)C1=CC=C(O1)CN1N=C(C=C1)N (1-[5-(2-methyl-[1,3]dioxolan-2-yl)-furan-2-ylmethyl]-1H-pyrazol-3-ylamine), FC1=CC=C(C=C1)C1=C(N=CO1)C(=O)O (5-(4-fluoro-phenyl)-oxazole-4-carboxylic acid), 01b. Yields the product C(C)(=O)C1=CC=C(O1)CN1N=C(C=C1)NC(=O)C=1N=COC1C1=CC=C(C=C1)F (5-(4-Fluoro-phenyl)-oxazole-4-carboxylic acid [1-(5-acetyl-furan-2-ylmethyl)-1H-pyrazol-3-yl]-amide). Reaction SMILES: [CH3:1][C:2]1([C:7]2[O:11][C:10]([CH2:12][N:13]3[CH:17]=[CH:16][C:15]([NH2:18])=[N:14]3)=[CH:9][CH:8]=2)[O:6]CCO1.[F:19][C:20]1[CH:25]=[CH:24][C:23]([C:26]2[O:30][CH:29]=[N:28][C:27]=2[C:31](O)=[O:32])=[CH:22][CH:21]=1>>[C:2]([C:7]1[O:11][C:10]([CH2:12][N:13]2[CH:17]=[CH:16][C:15]([NH:18][C:31]([C:27]3[N:28]=[CH:29][O:30][C:26]=3[C:23]3[CH:24]=[CH:25][C:20]([F:19])=[CH:21][CH:22]=3)=[O:32])=[N:14]2)=[CH:9][CH:8]=1)(=[O:6])[CH3:1]. Procedure details: Following general procedure B followed by T, starting from 1-[5-(2-methyl-[1,3]dioxolan-2-yl)-furan-2-ylmethyl]-1H-pyrazol-3-ylamine and 5-(4-fluoro-phenyl)-oxazole-4-carboxylic acid. LC-MS-conditions 01b: tR=0.94 min; [M+H]+=395.16. Reactants: C(C(=C)C)(=O)Cl (Methacryloyl chloride), Cl.OC1[C@H](N)[C@@H](O)[C@H](O)[C@H](O1)CO (Glucosamine hydrochloride), C([O-])([O-])=O.[Na+].[Na+] (sodium carbonate), N(=O)[O-].[Na+] (sodium nitrite). Run in O (H2O). Yields the product C(C(=C)C)(=O)N[C@@H](C=O)[C@@H](O)[C@H](O)[C@H](O)CO (2-Deoxy-2 -methacrylamido-D-glucose). Reaction SMILES: Cl.[OH:2][CH:3]1[O:11][C@H:10]([CH2:12][OH:13])[C@@H:8]([OH:9])[C@H:6]([OH:7])[C@H:4]1[NH2:5].C(=O)([O-])[O-].[Na+].[Na+].N([O-])=O.[Na+].[C:24](Cl)(=[O:28])[C:25]([CH3:27])=[CH2:26]>O>[C:24]([NH:5][C@H:4]([C@H:6]([C@@H:8]([C@@H:10]([CH2:12][OH:13])[OH:11])[OH:9])[OH:7])[CH:3]=[O:2])(=[O:28])[C:25]([CH3:27])=[CH2:26] |f:0.1,2.3.4,5.6|. Reported procedure: Glucosamine hydrochloride ( 0.06 mol; 13.25 g), sodium carbonate (0.2 mol; 21.2 g) and sodium nitrite (0.2 g) were dissolved under nitrogen atmosphere at 0° C. in 100 ml of H2O. Methacryloyl chloride (0.12 mol; 13.0 g) was added under vigorous stirring. The reaction was carried out similar to the synthesis of 1 and gave the product as a white powder after two recrystallizations from water/ethanol/ether. Yield: 8.3-8.9 g (56-60%), p.m. (decomp.): 198°-199° C. Starting materials: C(CCC)[Li] (n-butyllithium), CS(=O)(=O)C=1C=C(C=C(C1OCCC)OCC1=CC=CC=C1)[C@@H]1O[C@H](CC1)C1=CC(=C(C(=C1)OC)OC)OC (trans-2-[3-methylsulfonyl-4-n-propoxy-5-benzyloxyphenyl]-5-(3,4,5-trimethoxyphenyl)tetrahydrofuran), BrC(C)O (bromoethanol). The solvent is C1CCOC1 (THF), C1CCOC1 (THF). Conditions: temperature -78 celsius, time 15 minute. The product is OCCCS(=O)(=O)C=1C=C(C=C(C1OCCC)OCC1=CC=CC=C1)[C@@H]1O[C@H](CC1)C1=CC(=C(C(=C1)OC)OC)OC (trans-2-[3-(3-Hydroxypropylsulfonyl)-4-n-propoxy-5-benzyloxyphenyl]-5-(3,4,5-trimethoxyphenyl)tetrahydrofuran). RXN SMILES: [CH3:1][S:2]([C:5]1[CH:6]=[C:7]([C@H:23]2[CH2:27][CH2:26][C@H:25]([C:28]3[CH:33]=[C:32]([O:34][CH3:35])[C:31]([O:36][CH3:37])=[C:30]([O:38][CH3:39])[CH:29]=3)[O:24]2)[CH:8]=[C:9]([O:15][CH2:16][C:17]2[CH:22]=[CH:21][CH:20]=[CH:19][CH:18]=2)[C:10]=1[O:11][CH2:12][CH2:13][CH3:14])(=[O:4])=[O:3].C([Li])CCC.Br[CH:46]([OH:48])[CH3:47]>C1COCC1>[OH:48][CH2:46][CH2:47][CH2:1][S:2]([C:5]1[CH:6]=[C:7]([C@H:23]2[CH2:27][CH2:26][C@H:25]([C:28]3[CH:33]=[C:32]([O:34][CH3:35])[C:31]([O:36][CH3:37])=[C:30]([O:38][CH3:39])[CH:29]=3)[O:24]2)[CH:8]=[C:9]([O:15][CH2:16][C:17]2[CH:22]=[CH:21][CH:20]=[CH:19][CH:18]=2)[C:10]=1[O:11][CH2:12][CH2:13][CH3:14])(=[O:4])=[O:3]. Procedure: 834 mg of trans-2-[3-methylsulfonyl-4-n-propoxy-5-benzyloxyphenyl]-5-(3,4,5-trimethoxyphenyl)tetrahydrofuran dissolved in 8 ml of dry THF was cooled to -78° C. and to it was added 2 ml of n-butyllithium (1.6N solution in THF) in a nitrogen atmosphere. After 15 min. 140 mg of bromoethanol dissolved in 2 ml of THF was added to the reaction mixture. The yellow solution was warmed to room temperature and was quenched with a saturated NH4Cl solution. The title compound was obtained after workup and c... Starting materials: NCCCN(C)C1=NC=CC=C1 (2-[N-(3-aminopropyl)-N-methylamino]pyridine), CSC1=NC=C(C(N1)=O)CC1=CC=C(C=C1)Cl (2-methylthio-5-(4-chlorobenzyl)pyrimid-4-one). Solvent: N1=CC=CC=C1 (pyridine). Yields the product CN(C1=NC=CC=C1)CCCNC1=NC=C(C(N1)=O)CC1=CC=C(C=C1)Cl (2-[3-(N-methyl-N-pyrid-2-ylamino) propylamino]-5-(4-chlorobenzyl)pyrimid-4-one). RXN SMILES: [NH2:1][CH2:2][CH2:3][CH2:4][N:5]([C:7]1[CH:12]=[CH:11][CH:10]=[CH:9][N:8]=1)[CH3:6].CS[C:15]1[NH:20][C:19](=[O:21])[C:18]([CH2:22][C:23]2[CH:28]=[CH:27][C:26]([Cl:29])=[CH:25][CH:24]=2)=[CH:17][N:16]=1>N1C=CC=CC=1>[CH3:6][N:5]([CH2:4][CH2:3][CH2:2][NH:1][C:15]1[NH:20][C:19](=[O:21])[C:18]([CH2:22][C:23]2[CH:28]=[CH:27][C:26]([Cl:29])=[CH:25][CH:24]=2)=[CH:17][N:16]=1)[C:7]1[CH:12]=[CH:11][CH:10]=[CH:9][N:8]=1. Procedure details: 2-[N-(3-aminopropyl)-N-methylamino]pyridine (1.0 g) and 2-methylthio-5-(4-chlorobenzyl)pyrimid-4-one (1.33 g) were heated together under reflux in pyridine (3 ml) for 20 hr. The mixture was stripped and the residue recrystallised twice from ethanol to give 2-[3-(N-methyl-N-pyrid-2-ylamino) propylamino]-5-(4-chlorobenzyl)pyrimid-4-one 0.5H2O. 1.16 g (59%) mp ca. 65° C. (softens).